This data is from the Open Reaction Database (ORD), a public repository of structured organic reaction records. The task is: describe an organic reaction: reactants, conditions, products, and yield Starting materials: C(CC)N(C(CCCCC(=O)O)=O)[C@@H]1CC2=CC=CC(=C2CC1)OC ((S)-N-propyl-N-[5-methoxy-1,2,3,4-tetrahydro-2-naphthyl]-5-carboxypentanamide), C(CC)N(C(CCCCC(=O)O)=O)[C@@H]1CC2=CC=CC(=C2CC1)OC ((S)-N-propyl-N-[5-methoxy-1,2,3,4-tetrahydro-2-naphthyl]-5-carboxypentanamide), C(CC)N[C@@H]1CC2=CC=CC(=C2CC1)OC ((S)-N-propyl-5-methoxy-1,2,3,4-tetrahydro-2-naphthylamine). Product: C(CC)N(C(CCCCC(=O)O)=O)[C@@H]1CC2=CC=C(C(=C2CC1)OC)OC ((S)-N-propyl-N-(5,6-dimethoxy-1,2,3,4-tetrahydro-2-naphthyl)-5-carboxy-pentanamide). Reaction SMILES: [CH2:1]([N:4]([C@H:14]1[CH2:23][CH2:22][C:21]2[C:16](=[CH:17][CH:18]=[CH:19][C:20]=2[O:24][CH3:25])[CH2:15]1)[C:5](=[O:13])[CH2:6][CH2:7][CH2:8][CH2:9][C:10]([OH:12])=[O:11])[CH2:2][CH3:3].C(N[C@H]1CCC2C(=CC=C[C:36]=2[O:40]C)C1)CC>>[CH2:1]([N:4]([C@H:14]1[CH2:23][CH2:22][C:21]2[C:16](=[CH:17][CH:18]=[C:19]([O:40][CH3:36])[C:20]=2[O:24][CH3:25])[CH2:15]1)[C:5](=[O:13])[CH2:6][CH2:7][CH2:8][CH2:9][C:10]([OH:12])=[O:11])[CH2:2][CH3:3]. Reported procedure: (S)-N-propyl-N-[5-methoxy-1,2,3,4-tetrahydro-2-naphthyl]-5-carboxypentanamide (Intermediate 31) starting from (S)-N-propyl-5-methoxy-1,2,3,4-tetrahydro-2-naphthylamine, prepared as described in J. Med. Chem., 29, 912 (1986). Reactants: ClC1=CC(=CC(=N1)NC1=CC=C(C=C1)S(=O)(=O)NC)N1CCCC1 (4-(6-chloro-4-pyrrolidin-1-yl-pyridin-2-ylamino)-N-methyl-benzenesulfonamide), C([O-])([O-])=O.[Na+].[Na+] (sodium carbonate), O (water), FC(OC1=CC=C(C=C1)B(O)O)(F)F (4-trifluoromethoxyphenyl boronic acid). The reagents and catalysts are C=1C=CC(=CC1)[P](C=2C=CC=CC2)(C=3C=CC=CC3)[Pd]([P](C=4C=CC=CC4)(C=5C=CC=CC5)C=6C=CC=CC6)([P](C=7C=CC=CC7)(C=8C=CC=CC8)C=9C=CC=CC9)[P](C=1C=CC=CC1)(C=1C=CC=CC1)C=1C=CC=CC1 (tetrakis(triphenylphosphine)palladium(0)). The solvent is O1CCOCC1 (1,4-dioxane). Product: CNS(=O)(=O)C1=CC=C(C=C1)NC1=NC(=CC(=C1)N1CCCC1)C1=CC=C(C=C1)OC(F)(F)F (N-methyl-4-[4-Pyrrolidin-1-yl-6-(4-trifluoromethoxy-phenyl)-pyridin-2-ylamino]-benzenesulfonamide). The yield is 34.0%. RXN SMILES: Cl[C:2]1[N:7]=[C:6]([NH:8][C:9]2[CH:14]=[CH:13][C:12]([S:15]([NH:18][CH3:19])(=[O:17])=[O:16])=[CH:11][CH:10]=2)[CH:5]=[C:4]([N:20]2[CH2:24][CH2:23][CH2:22][CH2:21]2)[CH:3]=1.C(=O)([O-])[O-].[Na+].[Na+].[F:31][C:32]([F:44])([F:43])[O:33][C:34]1[CH:39]=[CH:38][C:37](B(O)O)=[CH:36][CH:35]=1.O>O1CCOCC1.C1C=CC([P]([Pd]([P](C2C=CC=CC=2)(C2C=CC=CC=2)C2C=CC=CC=2)([P](C2C=CC=CC=2)(C2C=CC=CC=2)C2C=CC=CC=2)[P](C2C=CC=CC=2)(C2C=CC=CC=2)C2C=CC=CC=2)(C2C=CC=CC=2)C2C=CC=CC=2)=CC=1>[CH3:19][NH:18][S:15]([C:12]1[CH:13]=[CH:14][C:9]([NH:8][C:6]2[CH:5]=[C:4]([N:20]3[CH2:24][CH2:23][CH2:22][CH2:21]3)[CH:3]=[C:2]([C:37]3[CH:36]=[CH:35][C:34]([O:33][C:32]([F:31])([F:43])[F:44])=[CH:39][CH:38]=3)[N:7]=2)=[CH:10][CH:11]=1)(=[O:17])=[O:16] |f:1.2.3,^1:55,57,76,95|. Reported procedure: To a solution of 4-(6-chloro-4-pyrrolidin-1-yl-pyridin-2-ylamino)-N-methyl-benzenesulfonamide (100 mg, 0.27 mmol) in 1,4-dioxane (8 mL) was added 1N sodium carbonate solution (0.3 mL) and tetrakis(triphenylphosphine)palladium(0) (15.8 mg, 0.013 mmol), followed by 4-trifluoromethoxyphenyl boronic acid (67.2 mg, 0.32 mmol). The resulting reaction mixture was refluxed for 8 hours, after which time water was added (100 mL) to the reaction mixture, and the product was extracted with ethyl acetate (10... Starting materials: O=c1c2c(ncn2Cc2ccccc2)nc(Cl)n1Cc1ccccc1, NC1CCCC1O. The product is O=c1c2c(ncn2Cc2ccccc2)nc(NC2CCCC2O)n1Cc1ccccc1. RXN SMILES: [Cl:1][c:2]1[n:3]([CH2:19][c:20]2[cH:21][cH:22][cH:23][cH:24][cH:25]2)[c:4](=[O:18])[c:5]2[n:6]([CH2:11][c:12]3[cH:13][cH:14][cH:15][cH:16][cH:17]3)[cH:7][n:8][c:9]2[n:10]1.[NH2:26][CH:27]1[CH:28]([OH:32])[CH2:29][CH2:30][CH2:31]1>>[c:2]1([NH:26][CH:27]2[CH:28]([OH:32])[CH2:29][CH2:30][CH2:31]2)[n:3]([CH2:19][c:20]2[cH:21][cH:22][cH:23][cH:24][cH:25]2)[c:4](=[O:18])[c:5]2[n:6]([CH2:11][c:12]3[cH:13][cH:14][cH:15][cH:16][cH:17]3)[cH:7][n:8][c:9]2[n:10]1. The reactants are O=C(O)c1cc(CO)n(Cc2cc(-c3ccc(Cl)s3)on2)n1, ClCCl, Nc1ccc(N2CCOCC2=O)cc1. The product is O=C(Nc1ccc(N2CCOCC2=O)cc1)c1cc(CO)n(Cc2cc(-c3ccc(Cl)s3)on2)n1. As a reaction SMILES: [Cl:1][c:2]1[cH:3][cH:4][c:5](-[c:7]2[cH:8][c:9]([CH2:12][n:13]3[n:14][c:15]([C:20](=[O:21])[OH:22])[cH:16][c:17]3[CH2:18][OH:19])[n:10][o:11]2)[s:6]1.[Cl:37][CH2:38][Cl:39].[NH2:23][c:24]1[cH:25][cH:26][c:27]([N:30]2[C:31](=[O:36])[CH2:32][O:33][CH2:34][CH2:35]2)[cH:28][cH:29]1>>[Cl:1][c:2]1[cH:3][cH:4][c:5](-[c:7]2[cH:8][c:9]([CH2:12][n:13]3[n:14][c:15]([C:20](=[O:22])[NH:23][c:24]4[cH:25][cH:26][c:27]([N:30]5[C:31](=[O:36])[CH2:32][O:33][CH2:34][CH2:35]5)[cH:28][cH:29]4)[cH:16][c:17]3[CH2:18][OH:19])[n:10][o:11]2)[s:6]1. The reactants are FC(C=1C=C(C=C(C1)C(F)(F)F)C(=C)C(F)(F)F)(F)F (3,5-bis(trifluoromethyl)-1-(1-trifluoromethylethenyl)benzene), C(O)([O-])=O.[K+] (potassium hydrogen carbonate), C(C)C1=CC=C(C=NO)C=C1 (4-ethylbenzaldoxime), ClN1C(CCC1=O)=O (N-chlorosuccinimide), resultant mixture. The solvent is O (water), CN(C=O)C (N,N-dimethylformamide). Reaction conditions: time 14 hour. Product: FC(C=1C=C(C=C(C1)C(F)(F)F)C1(CC(=NO1)C1=CC=C(C=C1)CC)C(F)(F)F)(F)F (5-[3,5-bis(trifluoromethyl)phenyl]-3-(4-ethylphenyl)-5-trifluoromethyl-4,5-dihydroisoxazole). As a reaction SMILES: [CH2:1]([C:3]1[CH:11]=[CH:10][C:6]([CH:7]=[N:8][OH:9])=[CH:5][CH:4]=1)[CH3:2].ClN1C(=O)CCC1=O.[F:20][C:21]([F:39])([F:38])[C:22]1[CH:23]=[C:24]([C:32]([C:34]([F:37])([F:36])[F:35])=[CH2:33])[CH:25]=[C:26]([C:28]([F:31])([F:30])[F:29])[CH:27]=1.C(=O)([O-])O.[K+]>CN(C)C=O.O>[F:20][C:21]([F:38])([F:39])[C:22]1[CH:23]=[C:24]([C:32]2([C:34]([F:37])([F:36])[F:35])[O:9][N:8]=[C:7]([C:6]3[CH:10]=[CH:11][C:3]([CH2:1][CH3:2])=[CH:4][CH:5]=3)[CH2:33]2)[CH:25]=[C:26]([C:28]([F:29])([F:30])[F:31])[CH:27]=1 |f:3.4|. Procedure: To a solution of 1.49 g of 4-ethylbenzaldoxime in 10 mL of N,N-dimethylformamide, 1.60 g of N-chlorosuccinimide was added and the resultant mixture was stirred at room temperature for 2 hours. Next, to the reaction mixture, 3.00 g of 3,5-bis(trifluoromethyl)-1-(1-trifluoromethylethenyl)benzene and 3.00 g of potassium hydrogen carbonate were added and the stirring of the resultant reaction mixture was continued at room temperature further for 14 hours. After the completion of the reaction, 10 mL ... The reactants are C(C)OC(=O)C1=C(NC=2C1=NC=CC2Cl)C (Ethyl-7-chloro-2-methyl-1H-pyrrolo[3,2-b]pyridine-3-carboxylate), C1(CC1)COC1=C(C=C(C=C1)OC)B1OC(C(O1)(C)C)(C)C (2-(2-cyclopropylmethoxy-5-methoxy-phenyl)-4,4,5,5-tetramethyl-[1,3,2]dioxaborolane). Yields the product C1(CC1)COC1=C(C=C(C=C1)OC)C1=C2C(=NC=C1)C(=C(N2)C)C(=O)OCC (Ethyl 7-[2-(cyclopropylmethoxy)-5-methoxyphenyl]-2-methyl-1H-pyrrolo[3,2-b]pyridine-3-carboxylate). Reaction SMILES: [CH2:1]([O:3][C:4]([C:6]1[C:10]2=[N:11][CH:12]=[CH:13][C:14](Cl)=[C:9]2[NH:8][C:7]=1[CH3:16])=[O:5])[CH3:2].[CH:17]1([CH2:20][O:21][C:22]2[CH:27]=[CH:26][C:25]([O:28][CH3:29])=[CH:24][C:23]=2B2OC(C)(C)C(C)(C)O2)[CH2:19][CH2:18]1>>[CH:17]1([CH2:20][O:21][C:22]2[CH:23]=[CH:24][C:25]([O:28][CH3:29])=[CH:26][C:27]=2[C:14]2[CH:13]=[CH:12][N:11]=[C:10]3[C:6]([C:4]([O:3][CH2:1][CH3:2])=[O:5])=[C:7]([CH3:16])[NH:8][C:9]=23)[CH2:18][CH2:19]1. Reported procedure: Starting from ethyl-7-chloro-2-methyl-1H-pyrrolo[3,2-b]pyridine-3-carboxylate (example A3) and 2-(2-cyclopropylmethoxy-5-methoxy-phenyl)-4,4,5,5-tetramethyl-[1,3,2]dioxaborolane (example B.c6) the title compound is obtained as yellow solid. The reactants are C(CCC)S (Butylmercaptan), COCCOC (1,2-dimethoxyethane), C1(=CC=C(C=C1)S(=O)(=O)OC(C#N)C1=CC(=CC=C1)C(C1=CC=CC=C1)=O)C (O-(p-toluenesulfonyl)-m-benzoylmandelonitrile), C[O-].[Na+] (sodium methoxide). Run in O (water), CO (methanol), CO (methanol). Run at time 1 hour. The product is C(CCC)SC(C#N)C1=CC(=CC=C1)C(C1=CC=CC=C1)=O (alpha-(butylthio)(m-benzoylphenyl)acetonitrile). The yield is 30.7%. RXN SMILES: [CH2:1]([SH:5])[CH2:2][CH2:3][CH3:4].C[O-].[Na+].COCCOC.C1(C)C=CC(S(O[CH:25]([C:28]2[CH:33]=[CH:32][CH:31]=[C:30]([C:34](=[O:41])[C:35]3[CH:40]=[CH:39][CH:38]=[CH:37][CH:36]=3)[CH:29]=2)[C:26]#[N:27])(=O)=O)=CC=1>CO.O>[CH2:1]([S:5][CH:25]([C:28]1[CH:33]=[CH:32][CH:31]=[C:30]([C:34](=[O:41])[C:35]2[CH:40]=[CH:39][CH:38]=[CH:37][CH:36]=2)[CH:29]=1)[C:26]#[N:27])[CH2:2][CH2:3][CH3:4] |f:1.2|. Procedure: Butylmercaptan (105 mg) was dissolved in 1 ml of methanol, and 0.4 ml of a 2.7 M methanol solution of sodium methoxide was added at room temperature. The solution was added dropwise to 2 ml of a 1,2-dimethoxyethane solution of 391 mg of O-(p-toluenesulfonyl)-m-benzoylmandelonitrile in an argon atmosphere under ice cooling. The mixture was stirred for 1 hour under ice cooling, and 20 ml of water was added. The mixture was extracted with 20 ml of methylene chloride three times. The extract was was... Starting materials: COC(=O)C1=CC=C(C2=CC=CC(=C12)Br)C1=NOC(C1)(C(F)(F)F)C1=CC(=CC(=C1)Cl)Cl (8-bromo-4-[5-(3,5-dichloro-phenyl)-5-trifluoromethyl-4,5-dihydro-isoxazol-3-yl]-naphthalene-1-carboxylic acid methyl ester), [OH-].[K+] (potassium hydroxide), Cl (hydrochloric acid). The solvent is O1CCCC1 (tetrahydrofuran), CO (methanol), O (water). Reaction conditions: time 2 hour. Yields the product BrC=1C=CC=C2C(=CC=C(C12)C(=O)O)C1=NOC(C1)(C(F)(F)F)C1=CC(=CC(=C1)Cl)Cl (8-bromo-4-[5-(3,5-dichloro-phenyl)-5-trifluoromethyl-4,5-dihydro-isoxazol-3-yl]-naphthalene-1-carboxylic acid). The yield is 87.7%. Reaction SMILES: C[O:2][C:3]([C:5]1[C:14]2[C:9](=[CH:10][CH:11]=[CH:12][C:13]=2[Br:15])[C:8]([C:16]2[CH2:20][C:19]([C:25]3[CH:30]=[C:29]([Cl:31])[CH:28]=[C:27]([Cl:32])[CH:26]=3)([C:21]([F:24])([F:23])[F:22])[O:18][N:17]=2)=[CH:7][CH:6]=1)=[O:4].[OH-].[K+].Cl>O1CCCC1.CO.O>[Br:15][C:13]1[CH:12]=[CH:11][CH:10]=[C:9]2[C:14]=1[C:5]([C:3]([OH:4])=[O:2])=[CH:6][CH:7]=[C:8]2[C:16]1[CH2:20][C:19]([C:25]2[CH:26]=[C:27]([Cl:32])[CH:28]=[C:29]([Cl:31])[CH:30]=2)([C:21]([F:24])([F:23])[F:22])[O:18][N:17]=1 |f:1.2|. Reported procedure: To a solution of 8-bromo-4-[5-(3,5-dichloro-phenyl)-5-trifluoromethyl-4,5-dihydro-isoxazol-3-yl]-naphthalene-1-carboxylic acid methyl ester (Example 8.1) (400 mg) in tetrahydrofuran (3.5 ml) was added a solution of potassium hydroxide (1.9 g) in methanol (3.5 ml) and water (3.5 ml). The reaction mixture was stirred at ambient temperature for 2 hours. The reaction mixture was then acidified by addition of aqueous hydrochloric acid (4N) and the mixture extracted with ethyl acetate (3×10 ml). The c...